Dataset: the Open Reaction Database (ORD), a public repository of structured organic reaction records. Task: describe an organic reaction: reactants, conditions, products, and yield Reactants: imine, ClC1=C(C=CC=C1)CCCN (3-(2-chlorophenyl)propylamine), COC=1C=C(C=CC1)C(C)=O (3'-methoxyacetophenone). Yields the product imine, ClC1=C(C=CC=C1)CCCN (3-(2-chlorophenyl)propylamine), ClC1=C(CCC#N)C=CC=C1 (2-chlorohydrocinnamonitrile). As a reaction SMILES: [Cl:1][C:2]1[CH:7]=[CH:6][CH:5]=[CH:4][C:3]=1[CH2:8][CH2:9][CH2:10][NH2:11].COC1C=C(C(=O)C)C=CC=1>>[Cl:1][C:2]1[CH:7]=[CH:6][CH:5]=[CH:4][C:3]=1[CH2:8][CH2:9][CH2:10][NH2:11].[Cl:1][C:2]1[CH:7]=[CH:6][CH:5]=[CH:4][C:3]=1[CH2:8][CH2:9][C:10]#[N:11]. Reported procedure: The imine V was prepared in a manner similar to that of imine III in Example I using 3-(2-chlorophenyl)propylamine and 3'-methoxyacetophenone. 3-(2-chlorophenyl)propylamine was obtained by the reduction (BH3 --SMe2 complex) of 2-chlorohydrocinnamonitrile (Aldrich Chemical Co., Milwaukee, Wis., U.S.A.). This process afforded 1-methyl-1-(3-methoxy)phenyl-5-(2-chloro)phenyl-2-aza-1-pentene (imine V), a single component, as analyzed by GC/EI-MS: m/z (rel. int.) 301 (M+, 1), 266 (22), 162 (100), 125 ... Reactants: [BH4-], CO, COc1ccc(F)cc1C(C)(C)CC(O)(C=Nc1cccc2nc(C(N)=O)ccc12)C(F)(F)F, [Na+], C1CCOC1. The product is COc1ccc(F)cc1C(C)(C)CC(O)(CNc1cccc2nc(C(N)=O)ccc12)C(F)(F)F. As a reaction SMILES: [BH4-:35].[CH3:37][OH:38].[F:1][c:2]1[cH:3][cH:4][c:5]([O:33][CH3:34])[c:6]([C:8]([CH2:9][C:10]([CH:11]=[N:12][c:13]2[c:14]3[cH:15][cH:16][c:17]([C:23](=[O:24])[NH2:25])[n:18][c:19]3[cH:20][cH:21][cH:22]2)([C:26]([F:27])([F:28])[F:29])[OH:30])([CH3:31])[CH3:32])[cH:7]1.[Na+:36].[O:39]1[CH2:40][CH2:41][CH2:42][CH2:43]1>>[F:1][c:2]1[cH:3][cH:4][c:5]([O:33][CH3:34])[c:6]([C:8]([CH2:9][C:10]([CH2:11][NH:12][c:13]2[c:14]3[cH:15][cH:16][c:17]([C:23](=[O:24])[NH2:25])[n:18][c:19]3[cH:20][cH:21][cH:22]2)([C:26]([F:27])([F:28])[F:29])[OH:30])([CH3:31])[CH3:32])[cH:7]1.